Dataset: the Open Reaction Database (ORD), a public repository of structured organic reaction records. Task: describe an organic reaction: reactants, conditions, products, and yield Reactants: O=C1CCC(=O)N1Br, ClC(Cl)(Cl)Cl, CCOC(=O)c1ccc(=O)[nH]c1C(F)(F)F. The product is CCOC(=O)c1cc(Br)c(=O)[nH]c1C(F)(F)F. As a reaction SMILES: [Br:17][N:18]1[C:19](=[O:20])[CH2:21][CH2:22][C:23]1=[O:24].[C:25]([Cl:26])([Cl:27])([Cl:28])[Cl:29].[O:1]=[c:2]1[cH:3][cH:4][c:5]([C:12](=[O:13])[O:14][CH2:15][CH3:16])[c:6]([C:8]([F:9])([F:10])[F:11])[nH:7]1>>[O:1]=[c:2]1[c:3]([Br:17])[cH:4][c:5]([C:12](=[O:13])[O:14][CH2:15][CH3:16])[c:6]([C:8]([F:9])([F:10])[F:11])[nH:7]1.